Dataset: the Open Reaction Database (ORD), a public repository of structured organic reaction records. Task: describe an organic reaction: reactants, conditions, products, and yield Starting materials: OC1=NSC2=C1CCCC2 (3-Hydroxy-4,5,6,7-tetrahydro-1,2-benzisothiazole), Cl.[NH+]1=CC=CC=C1 (pyridinium hydrochloride), P(O)(O)(O)=O (phosphoric acid), P(=O)(Cl)(Cl)Cl (phosphorus oxychloride). Conditions: temperature 90 celsius, time 5 hour. Yields the product ClC1=NSC2=C1CCCC2 (3-Chloro-4,5,6,7-tetrahydro-1,2-benzisothiazole). Reaction SMILES: O[C:2]1[C:6]2[CH2:7][CH2:8][CH2:9][CH2:10][C:5]=2[S:4][N:3]=1.Cl.[NH+]1C=CC=CC=1.P(=O)(O)(O)O.P(Cl)(Cl)([Cl:25])=O>>[Cl:25][C:2]1[C:6]2[CH2:7][CH2:8][CH2:9][CH2:10][C:5]=2[S:4][N:3]=1 |f:1.2|. Reported procedure: A mixture of 3-hydroxy-4,5,6,7-tetrahydro-1,2-benzisothiazole 22a (4.74 g), pyridinium hydrochloride (12.7 g), phosphoric acid (2.1 g) and phosphorus oxychloride (25 mL) was stirred at 90 ° C. for 5 h. The reaction mixture was evaporated and ethyl acetate (130 mL) was added to the residue. A saturated solution of sodium hydrogencarbonate (130 mL) was added and after 10 min of stirring the phases were separated. The aqueous phase was extracted with ethyl acetate (2 x 150 mL) and the combined orga...